Dataset: the Open Reaction Database (ORD), a public repository of structured organic reaction records. Task: describe an organic reaction: reactants, conditions, products, and yield The reactants are C(C1=CC=CC=C1)OC=1C=C(C=CC1)SC1=CC(=C(C=C1)CCC(CO)(C)NC(=O)OC(C)(C)C)Cl (4-[4-(3-benzyloxyphenylthio)-2-chlorophenyl]-2-t-butoxycarbonylamino-2-methylbutane-1-ol), CCCCCC (hexane), C(C)O (ethanol). The solvent is C(Cl)(Cl)Cl (chloroform), C(Cl)(Cl)Cl (chloroform). Yields the product C(C1=CC=CC=C1)OC=1C=C(C=CC1)SC1=CC(=C(C=C1)CCC(CO)(C)NC(=O)OC(C)(C)C)Cl.C(C1=CC=CC=C1)OC=1C=C(C=CC1)SC1=CC(=C(C=C1)CCC(CO)(C)NC(=O)OC(C)(C)C)Cl ((+)-4-[4-(3-benzyloxyphenylthio)-2-chlorophenyl]-2-t-butoxycarbonylamino-2-methylbutane-1-ol (−)-4-[4-(3-benzyloxyphenylthio)-2-chlorophenyl]-2-t-butoxycarbonylamino-2-methylbutane-1-ol). Reaction SMILES: [CH2:1]([O:8][C:9]1[CH:10]=[C:11]([S:15][C:16]2[CH:21]=[CH:20][C:19]([CH2:22][CH2:23][C:24]([NH:28][C:29]([O:31][C:32]([CH3:35])([CH3:34])[CH3:33])=[O:30])([CH3:27])[CH2:25][OH:26])=[C:18]([Cl:36])[CH:17]=2)[CH:12]=[CH:13][CH:14]=1)[C:2]1[CH:7]=[CH:6][CH:5]=[CH:4][CH:3]=1.CCCCCC.C(O)C>C(Cl)(Cl)Cl>[CH2:1]([O:8][C:9]1[CH:10]=[C:11]([S:15][C:16]2[CH:21]=[CH:20][C:19]([CH2:22][CH2:23][C:24]([NH:28][C:29]([O:31][C:32]([CH3:35])([CH3:34])[CH3:33])=[O:30])([CH3:27])[CH2:25][OH:26])=[C:18]([Cl:36])[CH:17]=2)[CH:12]=[CH:13][CH:14]=1)[C:2]1[CH:3]=[CH:4][CH:5]=[CH:6][CH:7]=1.[CH2:1]([O:8][C:9]1[CH:10]=[C:11]([S:15][C:16]2[CH:21]=[CH:20][C:19]([CH2:22][CH2:23][C:24]([NH:28][C:29]([O:31][C:32]([CH3:35])([CH3:34])[CH3:33])=[O:30])([CH3:27])[CH2:25][OH:26])=[C:18]([Cl:36])[CH:17]=2)[CH:12]=[CH:13][CH:14]=1)[C:2]1[CH:3]=[CH:4][CH:5]=[CH:6][CH:7]=1 |f:4.5|. Procedure details: The compound of Example 175 was optically resolved by HPLC (Chiralpak AD, hexane:ethanol=85:15, wavelength=UV 254 nm, flow rate=3 mL/min). A compound with an optical rotation of [α]25.3D+4.6° (C=1.0, chloroform) and a compound with an optical rotation of [α]25.6D−2.2° (C=1.0, chloroform) were obtained from the first elution fraction and the second elution fraction, respectively. Reactants: C(C)C(CN)(CC)N (2-ethylbutane-1,2-diamine), FC1=C(COC=2C=3N(C=C(C2)C)C(=C(N3)C)C(=O)O)C(=CC=C1)F (8-[(2,6-difluorobenzyl)oxy]-2,6-dimethylimidazo[1,2-a]pyridine-3-carboxylic acid), CN(C)C(=[N+](C)C)ON1C2=C(C=CC=C2)N=N1.[B-](F)(F)(F)F (TBTU), CN1CCOCC1 (4-methylmorpholine). Run in CN(C)C=O (DMF), O.C(=O)(C(F)(F)F)O (water TFA). Run at time 8 hour. The product is NC(CNC(=O)C1=C(N=C2N1C=C(C=C2OCC2=C(C=CC=C2F)F)C)C)(CC)CC (N-(2-Amino-2-ethylbutyl)-8-[(2,6-difluorobenzyl)oxy]-2,6-dimethylimidazo[1,2-a]pyridine-3-carboxamide). As a reaction SMILES: [CH2:1]([C:3]([NH2:8])([CH2:6][CH3:7])[CH2:4][NH2:5])[CH3:2].[F:9][C:10]1[CH:31]=[CH:30][CH:29]=[C:28]([F:32])[C:11]=1[CH2:12][O:13][C:14]1[C:15]2[N:16]([C:21]([C:25](O)=[O:26])=[C:22]([CH3:24])[N:23]=2)[CH:17]=[C:18]([CH3:20])[CH:19]=1.CN(C(ON1N=NC2C=CC=CC1=2)=[N+](C)C)C.[B-](F)(F)(F)F.CN1CCOCC1>CN(C=O)C.O.C(O)(C(F)(F)F)=O>[NH2:8][C:3]([CH2:6][CH3:7])([CH2:1][CH3:2])[CH2:4][NH:5][C:25]([C:21]1[N:16]2[CH:17]=[C:18]([CH3:20])[CH:19]=[C:14]([O:13][CH2:12][C:11]3[C:28]([F:32])=[CH:29][CH:30]=[CH:31][C:10]=3[F:9])[C:15]2=[N:23][C:22]=1[CH3:24])=[O:26] |f:2.3,6.7|. Procedure details: 70 mg (0.60 mmol) of 2-ethylbutane-1,2-diamine were added to 100 mg (0.30 mmol) of 8-[(2,6-difluorobenzyl)oxy]-2,6-dimethylimidazo[1,2-a]pyridine-3-carboxylic acid Example 21A, 145 mg (0.45 mmol) of TBTU and 0.13 ml (1.20 mmol) of 4-methylmorpholine in DMF (1.9 ml), and the reaction mixture was stirred at RT overnight. The mixture was then diluted with water/TFA and purified by preparative RP-HPLC (acetonitrile/water gradient with addition of 0.1% TFA). After concentration, the residue was taken...